This data is from the Open Reaction Database (ORD), a public repository of structured organic reaction records. The task is: describe an organic reaction: reactants, conditions, products, and yield As a reaction SMILES: [Na].[CH3:2][SH:3].[CH3:4][CH2:5][NH:6][C:7]1[N:12]=[C:11](Cl)[N:10]=[C:9]([NH:14][CH:15]([CH3:17])[CH3:16])[N:8]=1>CO>[CH3:2][S:3][C:11]1[N:10]=[C:9]([NH:14][CH:15]([CH3:17])[CH3:16])[N:8]=[C:7]([NH:6][CH2:5][CH3:4])[N:12]=1 |^1:0|. The product is CSC1=NC(=NC(=N1)NC(C)C)NCC (2-(methylthio)-4-(1-methylethylamino)-6-(ethylamino)-1,3,5-triazine). Procedure details: 1 g of sodium was added to 100 ml of dry methanol. The solution was allowed to cool to room temperature, 12 g of methanethiol was added, then 4.5 g atrazine, and the mixture was refluxed for 2 hours. The solvent was evaporated, the residue was dissolved in water, and the solution was extracted with ether. The extract phase was dried (MgSO4) and the solvent was evaporated. The residue was dissolved in a minimum amount of boiling hexane. The solution was cooled and the solid product was collected ... Starting materials: CS (methanethiol), [Na] (sodium), CCNC1=NC(=NC(=N1)Cl)NC(C)C (atrazine). The solvent is CO (methanol). Reactants: CC(C)(C)OC(=O)Nc1cccc(OB([O-])[O-])c1, CC(=O)[O-], CC(=O)[O-], CCOC(C)=O, [Cl-], COc1cc2nc(Cl)nc(Cl)c2cc1OC, [Na+], [Na+], [Na+], O=C([O-])[O-], C1CCOC1, [Pd+2]. Product: COc1cc2nc(Cl)nc(-c3cccc(NC(=O)OC(C)(C)C)c3)c2cc1OC. As a reaction SMILES: [B:17]([O-:18])([O-:33])[O:34][c:19]1[cH:20][c:21]([NH:25][C:26](=[O:27])[O:28][C:29]([CH3:30])([CH3:31])[CH3:32])[cH:22][cH:23][cH:24]1.[C:43]([O-:44])(=[O:45])[CH3:46].[C:48]([O-:49])(=[O:50])[CH3:51].[CH3:52][CH2:53][O:54][C:55](=[O:56])[CH3:57].[Cl-:42].[Cl:1][c:2]1[n:3][c:4]2[cH:5][c:6]([O:15][CH3:16])[c:7]([O:13][CH3:14])[cH:8][c:9]2[c:10]([Cl:12])[n:11]1.[Na+:35].[Na+:36].[Na+:41].[O-:37][C:38](=[O:39])[O-:40].[O:58]1[CH2:59][CH2:60][CH2:61][CH2:62]1.[Pd+2:47]>>[Cl:1][c:2]1[n:3][c:4]2[cH:5][c:6]([O:15][CH3:16])[c:7]([O:13][CH3:14])[cH:8][c:9]2[c:10](-[c:19]2[cH:20][c:21]([NH:25][C:26](=[O:27])[O:28][C:29]([CH3:30])([CH3:31])[CH3:32])[cH:22][cH:23][cH:24]2)[n:11]1.